This data is from the Open Reaction Database (ORD), a public repository of structured organic reaction records. The task is: describe an organic reaction: reactants, conditions, products, and yield The reactants are COC(C)O[Al+]OC(C)OC, Cc1ccccc1, CCOCC, CC(O)(C#Cc1ccc(S(=O)(=O)N2CCCC2)cc1)C(F)(F)F, [H-], [H-], [Na+]. Product: CC(O)(C=Cc1ccc(S(=O)(=O)N2CCCC2)cc1)C(F)(F)F. As a reaction SMILES: [CH3:2][O:3][CH:4]([O:5][Al+:6][O:7][CH:8]([O:9][CH3:10])[CH3:11])[CH3:12].[CH3:38][c:39]1[cH:40][cH:41][cH:42][cH:43][cH:44]1.[CH3:45][CH2:46][O:47][CH2:48][CH3:49].[F:15][C:16]([C:17]([C:18]#[C:19][c:20]1[cH:21][cH:22][c:23]([S:26](=[O:27])(=[O:28])[N:29]2[CH2:30][CH2:31][CH2:32][CH2:33]2)[cH:24][cH:25]1)([CH3:34])[OH:35])([F:36])[F:37].[H-:14].[H-:1].[Na+:13]>>[F:15][C:16]([C:17]([CH:18]=[CH:19][c:20]1[cH:21][cH:22][c:23]([S:26](=[O:27])(=[O:28])[N:29]2[CH2:30][CH2:31][CH2:32][CH2:33]2)[cH:24][cH:25]1)([CH3:34])[OH:35])([F:36])[F:37].